From a dataset of the Open Reaction Database (ORD), a public repository of structured organic reaction records. describe an organic reaction: reactants, conditions, products, and yield Starting materials: COC(=O)c1c(Cl)cc(N(S(C)(=O)=O)S(C)(=O)=O)cc1Cl, CCO, [Na+], [OH-]. The product is COC(=O)c1c(Cl)cc(NS(C)(=O)=O)cc1Cl. Reaction SMILES: [CH3:1][O:2][C:3]([c:4]1[c:5]([Cl:20])[cH:6][c:7]([N:11]([S:12](=[O:13])(=[O:14])[CH3:15])[S:16]([CH3:17])(=[O:18])=[O:19])[cH:8][c:9]1[Cl:10])=[O:21].[CH3:24][CH2:25][OH:26].[Na+:23].[OH-:22]>>[CH3:1][O:2][C:3]([c:4]1[c:5]([Cl:20])[cH:6][c:7]([NH:11][S:12](=[O:13])(=[O:14])[CH3:15])[cH:8][c:9]1[Cl:10])=[O:21]. Starting materials: NC=1SC(=CC1C(=O)N)C1=C(C=C(C=C1F)C(C)(C)O)F (2-amino-5-[2,6-difluoro-4-(1-hydroxy-1-methylethyl)phenyl]thiophene-3-carboxamide), C(C1=CC=CC=C1)OC(N(CC(=O)NC(C)C)CC1=NC(=CC=C1)Br)=O (benzyl[(6-bromopyridin-2-yl)methyl][2-(isopropylamino)-2-oxoethyl]carbamate). The product is C(C1=CC=CC=C1)OC(N(CC(=O)NC(C)C)CC1=NC(=CC=C1)NC=1SC(=CC1C(=O)N)C1=C(C=C(C=C1F)C(C)(C)O)F)=O (Benzyl{[6-({3-(aminocarbonyl)-5-[2,6-difluoro-4-(1-hydroxy-1-methylethyl)phenyl]-2-thienyl}amino)pyridin-2-yl]methyl}[2-(isopropylamino)-2-oxoethyl]carbamate). As a reaction SMILES: [NH2:1][C:2]1[S:3][C:4]([C:10]2[C:15]([F:16])=[CH:14][C:13]([C:17]([OH:20])([CH3:19])[CH3:18])=[CH:12][C:11]=2[F:21])=[CH:5][C:6]=1[C:7]([NH2:9])=[O:8].[CH2:22]([O:29][C:30](=[O:47])[N:31]([CH2:39][C:40]1[CH:45]=[CH:44][CH:43]=[C:42](Br)[N:41]=1)[CH2:32][C:33]([NH:35][CH:36]([CH3:38])[CH3:37])=[O:34])[C:23]1[CH:28]=[CH:27][CH:26]=[CH:25][CH:24]=1>>[CH2:22]([O:29][C:30](=[O:47])[N:31]([CH2:39][C:40]1[CH:45]=[CH:44][CH:43]=[C:42]([NH:1][C:2]2[S:3][C:4]([C:10]3[C:11]([F:21])=[CH:12][C:13]([C:17]([OH:20])([CH3:18])[CH3:19])=[CH:14][C:15]=3[F:16])=[CH:5][C:6]=2[C:7]([NH2:9])=[O:8])[N:41]=1)[CH2:32][C:33]([NH:35][CH:36]([CH3:38])[CH3:37])=[O:34])[C:23]1[CH:28]=[CH:27][CH:26]=[CH:25][CH:24]=1. Procedure details: The title compound was prepared by using the procedure described in Example 1 with 2-amino-5-[2,6-difluoro-4-(1-hydroxy-1-methylethyl)phenyl]thiophene-3-carboxamide (0.92 g, 0.30 mmol) and benzyl[(6-bromopyridin-2-yl)methyl][2-(isopropylamino)-2-oxoethyl]carbamate (0.12 g, 0.30 mmol) as the starting materials.